From a dataset of the Open Reaction Database (ORD), a public repository of structured organic reaction records. describe an organic reaction: reactants, conditions, products, and yield Starting materials: ClC=1C=C2C=NNC2=C(C1)C(CF)OCC1(CCN(CC1)C(=O)OC(C)(C)C)C1=CC=C(C=C1)F (tert-butyl 4-((1-(5-chloro-1H-indazol-7-yl)-2-fluoroethoxy)methyl)-4-(4-fluorophenyl)piperidine-1-carboxylate), [OH-].[Na+] (sodium hydroxide), C(C)O (ethanol), C1CC(=O)N(C1=O)Cl (NCS), [OH-].[Na+] (NaOH), C1CC(=O)N(C1=O)Cl (NCS). Run at time 2 hour. Yields the product ClC1=NNC2=C(C=C(C=C12)Cl)[C@@H](CF)OCC1(CCN(CC1)C(=O)OC(C)(C)C)C1=CC=C(C=C1)F ((S)-tert-butyl 4-((1-(3,5-dichloro-1H-indazol-7-yl)-2-fluoroethoxy)methyl)-4-(4-fluorophenyl)piperidine-1-carboxylate). Isolated yield 74.8%. As a reaction SMILES: [Cl:1][C:2]1[CH:3]=[C:4]2[C:8](=[C:9]([CH:11]([O:14][CH2:15][C:16]3([C:29]4[CH:34]=[CH:33][C:32]([F:35])=[CH:31][CH:30]=4)[CH2:21][CH2:20][N:19]([C:22]([O:24][C:25]([CH3:28])([CH3:27])[CH3:26])=[O:23])[CH2:18][CH2:17]3)[CH2:12][F:13])[CH:10]=1)[NH:7][N:6]=[CH:5]2.[OH-].[Na+].C(O)C.C1C(=O)N([Cl:48])C(=O)C1>>[Cl:48][C:5]1[C:4]2[C:8](=[C:9]([C@H:11]([O:14][CH2:15][C:16]3([C:29]4[CH:30]=[CH:31][C:32]([F:35])=[CH:33][CH:34]=4)[CH2:21][CH2:20][N:19]([C:22]([O:24][C:25]([CH3:28])([CH3:27])[CH3:26])=[O:23])[CH2:18][CH2:17]3)[CH2:12][F:13])[CH:10]=[C:2]([Cl:1])[CH:3]=2)[NH:7][N:6]=1 |f:1.2|. Procedure: To a solution of tert-butyl 4-((1-(5-chloro-1H-indazol-7-yl)-2-fluoroethoxy)methyl)-4-(4-fluorophenyl)piperidine-1-carboxylate (90 mg, 0.178 mmol) and sodium hydroxide (4N in water) (0.056 mL, 0.222 mmol) in ethanol (1.7 mL, 29.1 mmol) at 0 C was added NCS (47.5 mg, 0.356 mmol), it was stirred at 0 C for 2 h when most S.M. converted to product. The reaction was treated with 0.03 ml of 4 N NaOH, 1 eq. of NCS and was stirred at 0 C for another 2 h., there is still some unreacted SM by TLC. The rea... Starting materials: C(C=CC)N1C(=C(C=2C1=C(N=NC2)Cl)C)C (1-(2-butenyl)-7-chloro-2,3-dimethylpyrrolo[2,3-d]pyridazine), FC1=C(CO)C(=CC=C1)F (2,6-difluorobenzyl alcohol). The product is C(C=CC)N1C(=C(C=2C1=C(N=NC2)OCC2=C(C=CC=C2F)F)C)C (1-(2-Butenyl)-7-(2,6-difluorobenzyloxy)-2,3-dimethylpyrrolo[2,3-d]pyridazine). The yield is 58.3%. As a reaction SMILES: [CH2:1]([N:5]1[C:9]2=[C:10](Cl)[N:11]=[N:12][CH:13]=[C:8]2[C:7]([CH3:15])=[C:6]1[CH3:16])[CH:2]=[CH:3][CH3:4].[F:17][C:18]1[CH:25]=[CH:24][CH:23]=[C:22]([F:26])[C:19]=1[CH2:20][OH:21]>>[CH2:1]([N:5]1[C:9]2=[C:10]([O:21][CH2:20][C:19]3[C:18]([F:17])=[CH:25][CH:24]=[CH:23][C:22]=3[F:26])[N:11]=[N:12][CH:13]=[C:8]2[C:7]([CH3:15])=[C:6]1[CH3:16])[CH:2]=[CH:3][CH3:4]. Procedure details: The title compound (cis/trans=22/78) was prepared as a white powder in 58.3% yield in a similar procedure to that described in Example 1 by using 1-(2-butenyl)-7-chloro-2,3-dimethylpyrrolo[2,3-d]pyridazine (cis/trans=24/76) and 2,6-difluorobenzyl alcohol. Starting materials: O=C(O)CNC(=O)OCc1ccccc1, CCOC(=O)COc1ccc(F)cc1C1NCCc2ccccc21, CCN=C=NCCCN(C)C, CN(C)c1ccncc1, CCOC(C)=O, Cl, Cl, CN(C)C=O. Yields the product CCOC(=O)COc1ccc(F)cc1C1c2ccccc2CCN1C(=O)CNC(=O)OCc1ccccc1. Reaction SMILES: [C:1](=[O:2])([O:3][CH2:4][c:5]1[cH:6][cH:7][cH:8][cH:9][cH:10]1)[NH:11][CH2:12][C:13](=[O:14])[OH:15].[CH2:17]([CH3:18])[O:19][C:20]([CH2:21][O:22][c:23]1[c:24]([CH:30]2[NH:31][CH2:32][CH2:33][c:34]3[cH:35][cH:36][cH:37][cH:38][c:39]32)[cH:25][c:26]([F:29])[cH:27][cH:28]1)=[O:40].[CH3:42][N:43]([CH3:44])[CH2:45][CH2:46][CH2:47][N:48]=[C:49]=[N:50][CH2:51][CH3:52].[CH3:58][N:59]([CH3:60])[c:61]1[cH:62][cH:63][n:64][cH:65][cH:66]1.[CH3:67][CH2:68][O:69][C:70]([CH3:71])=[O:72].[ClH:16].[ClH:41].[O:53]=[CH:54][N:55]([CH3:56])[CH3:57]>>[C:1](=[O:2])([O:3][CH2:4][c:5]1[cH:6][cH:7][cH:8][cH:9][cH:10]1)[NH:11][CH2:12][C:13](=[O:15])[N:31]1[CH:30]([c:24]2[c:23]([O:22][CH2:21][C:20]([O:19][CH2:17][CH3:18])=[O:40])[cH:28][cH:27][c:26]([F:29])[cH:25]2)[c:39]2[c:34]([cH:35][cH:36][cH:37][cH:38]2)[CH2:33][CH2:32]1. The reactants are C(C)(=O)C(C(=O)OCC)CCC=CCCC1=CC2=C(C=C1)OCO2 (ethyl 2-acetyl-8-(3,4-methylenedioxyphenyl)-5-octenoate), [OH-].[K+] (potassium hydroxide), ( b ). Run in CO (methanol). Product: C1OC=2C=C(C=CC2O1)CCC=CCCCC(C)=O (9-(3,4-Methylenedioxyphenyl)-6-nonen-2-one). RXN SMILES: [C:1]([CH:4]([CH2:10][CH2:11][CH:12]=[CH:13][CH2:14][CH2:15][C:16]1[CH:21]=[CH:20][C:19]2[O:22][CH2:23][O:24][C:18]=2[CH:17]=1)C(OCC)=O)(=[O:3])[CH3:2].[OH-].[K+]>CO>[CH2:23]1[O:22][C:19]2[CH:20]=[CH:21][C:16]([CH2:15][CH2:14][CH:13]=[CH:12][CH2:11][CH2:10][CH2:4][C:1](=[O:3])[CH3:2])=[CH:17][C:18]=2[O:24]1 |f:1.2|. Procedure details: 9-(3,4-Methylenedioxyphenyl)-6-nonen-2-one [XI; R" is CH3, Ar is 3,4-methylenedioxyphenyl, Y is CH=CHCH2CH2 ] was prepared from 27 g. of ethyl 2-acetyl-8-(3,4-methylenedioxyphenyl)-5-octenoate and potassium hydroxide in aqueous methanol according to the procedure described above in Example 2, part (b). The neutral fraction of the product was chromatographed on 390 g. of activated magnesium silicate and the column was eluted with pentane containing increasing amounts of benzene. The later fractio... Reactants: CC(=O)c1cc2c(I)c(F)ccc2s1, Cc1ccccc1, CCO, CCCCOc1c(B(O)O)cc(C(C)C)cc1C(C)C, [Na+], [Na+], O=C([O-])[O-], O, c1ccc(P(c2ccccc2)(c2ccccc2)[Pd](P(c2ccccc2)(c2ccccc2)c2ccccc2)(P(c2ccccc2)(c2ccccc2)c2ccccc2)P(c2ccccc2)(c2ccccc2)c2ccccc2)cc1. Yields the product CCCCOc1c(-c2c(F)ccc3sc(C(C)=O)cc23)cc(C(C)C)cc1C(C)C. RXN SMILES: [C:21]([CH3:22])(=[O:23])[c:24]1[cH:25][c:26]2[c:27]([s:28]1)[cH:29][cH:30][c:31]([F:34])[c:32]2[I:33].[CH3:42][c:43]1[cH:44][cH:45][cH:46][cH:47][cH:48]1.[CH3:49][CH2:50][OH:51].[CH:1]([CH3:2])([CH3:3])[c:4]1[c:5]([O:16][CH2:17][CH2:18][CH2:19][CH3:20])[c:6]([B:13]([OH:14])[OH:15])[cH:7][c:8]([CH:10]([CH3:11])[CH3:12])[cH:9]1.[Na+:35].[Na+:36].[O-:37][C:38](=[O:39])[O-:40].[OH2:41].[cH:52]1[cH:53][cH:54][c:55]([P:56]([Pd:57]([P:58]([c:59]2[cH:60][cH:61][cH:62][cH:63][cH:64]2)([c:65]2[cH:66][cH:67][cH:68][cH:69][cH:70]2)[c:71]2[cH:72][cH:73][cH:74][cH:75][cH:76]2)([P:77]([c:78]2[cH:79][cH:80][cH:81][cH:82][cH:83]2)([c:84]2[cH:85][cH:86][cH:87][cH:88][cH:89]2)[c:90]2[cH:91][cH:92][cH:93][cH:94][cH:95]2)[P:96]([c:97]2[cH:98][cH:99][cH:100][cH:101][cH:102]2)([c:103]2[cH:104][cH:105][cH:106][cH:107][cH:108]2)[c:109]2[cH:110][cH:111][cH:112][cH:113][cH:114]2)([c:115]2[cH:116][cH:117][cH:118][cH:119][cH:120]2)[c:121]2[cH:122][cH:123][cH:124][cH:125][cH:126]2)[cH:127][cH:128]1>>[CH:1]([CH3:2])([CH3:3])[c:4]1[c:5]([O:16][CH2:17][CH2:18][CH2:19][CH3:20])[c:6](-[c:32]2[c:26]3[cH:25][c:24]([C:21]([CH3:22])=[O:23])[s:28][c:27]3[cH:29][cH:30][c:31]2[F:34])[cH:7][c:8]([CH:10]([CH3:11])[CH3:12])[cH:9]1. Starting materials: BrC=1C(=NC=C(C(=O)NC=2C=NC(=CC2)SC(F)(F)F)C1)N1C[C@@H](CC1)O ((R)-5-bromo-6-(3-hydroxypyrrolidin-1-yl)-N-(6-((trifluoromethyl)thio)pyridin-3-yl)nicotinamide), O1C(CCCC1)N1N=CC=C1B1OC(C(O1)(C)C)(C)C (1-(tetrahydro-2H-pyran-2-yl)-5-(4,4,5,5-tetramethyl-1,3,2-dioxaborolan-2-yl)-1H-pyrazole). The product is O[C@H]1CN(CC1)C1=NC=C(C(=O)NC=2C=NC(=CC2)SC(F)(F)F)C=C1C1=CC=NN1 ((R)-6-(3-Hydroxypyrrolidin-1-yl)-5-(1H-pyrazol-5-yl)-N-(6-((trifluoromethyl)thio)pyridin-3-yl)nicotinamide). Reaction SMILES: Br[C:2]1[C:3]([N:22]2[CH2:26][CH2:25][C@@H:24]([OH:27])[CH2:23]2)=[N:4][CH:5]=[C:6]([CH:21]=1)[C:7]([NH:9][C:10]1[CH:11]=[N:12][C:13]([S:16][C:17]([F:20])([F:19])[F:18])=[CH:14][CH:15]=1)=[O:8].O1CCCCC1[N:34]1[C:38](B2OC(C)(C)C(C)(C)O2)=[CH:37][CH:36]=[N:35]1>>[OH:27][C@@H:24]1[CH2:25][CH2:26][N:22]([C:3]2[C:2]([C:36]3[NH:35][N:34]=[CH:38][CH:37]=3)=[CH:21][C:6]([C:7]([NH:9][C:10]3[CH:11]=[N:12][C:13]([S:16][C:17]([F:20])([F:19])[F:18])=[CH:14][CH:15]=3)=[O:8])=[CH:5][N:4]=2)[CH2:23]1. Reported procedure: The title compound was prepared in an analogous fashion to that described in Example 8 using (R)-5-bromo-6-(3-hydroxypyrrolidin-1-yl)-N-(6-((trifluoromethyl)thio)pyridin-3-yl)nicotinamide (Stage 32.1) and 1-(tetrahydro-2H-pyran-2-yl)-5-(4,4,5,5-tetramethyl-1,3,2-dioxaborolan-2-yl)-1H-pyrazole to afford an off-white powder. HPLC (Condition 4) tR=4.18 min, UPLC-MS (Condition 3) tR=0.82 min, m/z=451.3 [M+H]+; 1H-NMR (400 MHz, DMSO-d6) δ ppm 1.64-1.89 (m, 2H) 2.94 (d, J=11.73 Hz, 1H) 3.18-3.33 (m, 2...